From a dataset of the Open Reaction Database (ORD), a public repository of structured organic reaction records. describe an organic reaction: reactants, conditions, products, and yield Starting materials: C1(=CC=CC=C1)C1(CCCCC1)C(=O)OC1=CC=C(C=C1)C(=O)NOCC1=CC=CC=C1 (4-{[(benzyloxy)amino]carbonyl}phenyl 1-phenylcyclohexane-carboxylate). The reagents and catalysts are [Pd] (palladium on activated carbon). Solvent: CO (methanol). Conditions: time 45 minute. The product is C1(=CC=CC=C1)C1(CCCCC1)C(=O)OC1=CC=C(C=C1)C(=O)NO (4-[(Hydroxyamino)carbonyl]phenyl 1-phenylcyclohexanecarboxylate). The yield is 89.6%. RXN SMILES: [C:1]1([C:7]2([C:13]([O:15][C:16]3[CH:21]=[CH:20][C:19]([C:22]([NH:24][O:25]CC4C=CC=CC=4)=[O:23])=[CH:18][CH:17]=3)=[O:14])[CH2:12][CH2:11][CH2:10][CH2:9][CH2:8]2)[CH:6]=[CH:5][CH:4]=[CH:3][CH:2]=1>[Pd].CO>[C:1]1([C:7]2([C:13]([O:15][C:16]3[CH:17]=[CH:18][C:19]([C:22]([NH:24][OH:25])=[O:23])=[CH:20][CH:21]=3)=[O:14])[CH2:12][CH2:11][CH2:10][CH2:9][CH2:8]2)[CH:6]=[CH:5][CH:4]=[CH:3][CH:2]=1. Procedure: A mixture of 4-{[(benzyloxy)amino]carbonyl}phenyl 1-phenylcyclohexane-carboxylate (E22) (0.054 g, 0.125 mmol) and 5% palladium on activated carbon (0.038 g) in methanol (1 ml) was hydrogenated at room temperature for 45 minutes. The black suspension was filtered, the catalyst was washed with methanol (3×1 ml), and the filtrate was evaporated and dried in vacuum to give the title compound (0.038 g, 89%) as white crystals, m.p. 142-144° C. 1H NMR (DMSO-d6, HMDSO) δ: 1.16-1.94 (8H, m); 2.35-2.64 (2... Starting materials: N1=CN=C(C2=C1C=CN2)NC=2C=C(C(=O)OCC)C=CC2 (ethyl 3-(5H-pyrrolo[3,2-d]pyrimidin-4-ylamino)benzoate), [OH-].[Na+] (sodium hydroxide), Cl (hydrochloric acid). Solvent: CO (methanol), CO (methanol). Conditions: time 8 hour. The product is N1=CN=C(C2=C1C=CN2)NC=2C=C(C(=O)O)C=CC2 (3-(5H-pyrrolo[3,2-d]pyrimidin-4-ylamino)benzoic acid). The yield is 102.7%. As a reaction SMILES: [N:1]1[C:6]2[CH:7]=[CH:8][NH:9][C:5]=2[C:4]([NH:10][C:11]2[CH:12]=[C:13]([CH:19]=[CH:20][CH:21]=2)[C:14]([O:16]CC)=[O:15])=[N:3][CH:2]=1.[OH-].[Na+].Cl>CO>[N:1]1[C:6]2[CH:7]=[CH:8][NH:9][C:5]=2[C:4]([NH:10][C:11]2[CH:12]=[C:13]([CH:19]=[CH:20][CH:21]=2)[C:14]([OH:16])=[O:15])=[N:3][CH:2]=1 |f:1.2|. Procedure details: A mixture of ethyl 3-(5H-pyrrolo[3,2-d]pyrimidin-4-ylamino)benzoate (3.34 g), 1N aqueous sodium hydroxide solution (25 mL) and methanol (50 mL) was stirred overnight at room temperature. To the reaction mixture was added 1N hydrochloric acid (25 mL), and methanol was evaporated under reduced pressure. The precipitated crystals were collected by filtration and washed with water to give the title compound (3.09 g) as a pale-brown powder.